Dataset: the Open Reaction Database (ORD), a public repository of structured organic reaction records. Task: describe an organic reaction: reactants, conditions, products, and yield The reactants are CN(/C=C/C(=O)C1=NN(C=CC1=O)C1=CC(=CC=C1)S(=O)(=O)C(F)(F)F)C (3-((E)-3-Dimethylamino-acryloyl)-1-(3-trifluoromethansulfonyl-phenyl)-1H-pyridazin-4-one), ClC=1C(=C(C=CC1)NN)F (3-chloro-2-fluoro-phenylhydrazine). The product is ClC=1C(=C(C=CC1)N1N=CC=C1C1=NN(C=CC1=O)C1=CC(=CC=C1)S(=O)(=O)C(F)(F)F)F (3-[2-(3-Chloro-2-fluoro-phenyl)-2H-pyrazol-3-yl]-1-(3-trifluoromethanesulfonyl-phenyl)-1H-pyridazin-4-one). As a reaction SMILES: CN(C)/[CH:3]=[CH:4]/[C:5]([C:7]1[C:12](=[O:13])[CH:11]=[CH:10][N:9]([C:14]2[CH:19]=[CH:18][CH:17]=[C:16]([S:20]([C:23]([F:26])([F:25])[F:24])(=[O:22])=[O:21])[CH:15]=2)[N:8]=1)=O.[Cl:28][C:29]1[C:30]([F:37])=[C:31]([NH:35][NH2:36])[CH:32]=[CH:33][CH:34]=1>>[Cl:28][C:29]1[C:30]([F:37])=[C:31]([N:35]2[C:5]([C:7]3[C:12](=[O:13])[CH:11]=[CH:10][N:9]([C:14]4[CH:19]=[CH:18][CH:17]=[C:16]([S:20]([C:23]([F:26])([F:24])[F:25])(=[O:22])=[O:21])[CH:15]=4)[N:8]=3)=[CH:4][CH:3]=[N:36]2)[CH:32]=[CH:33][CH:34]=1. Procedure details: The product was obtained starting from 3-((E)-3-Dimethylamino-acryloyl)-1-(3-trifluoromethansulfonyl-phenyl)-1H-pyridazin-4-one (A-33) and 3-chloro-2-fluoro-phenylhydrazine according to the method described for example 1. MS: M=499.0 (M+H)+ Starting materials: C(C)(C)(C)OC(=O)N[C@@H](C(=O)O)CC1=CC=C(C=C1)C(F)(F)F ((2R)-2-[(tert-butoxycarbonyl)amino]-3-[4-(trifluoromethyl)phenyl]propanoic acid), [H-].[Na+] (sodium hydride), O (water), CI (Methyl iodide). Run in C1CCOC1 (THF). Run at time 3 day. The product is C(C)(C)(C)OC(=O)N([C@@H](C(=O)O)CC1=CC=C(C=C1)C(F)(F)F)C ((2R)-2-[(tert-butoxycarbonyl)(methyl)amino]-3-[4-(trifluoromethyl)phenyl]-propanoic acid). Isolated yield 66.7%. RXN SMILES: [C:1]([O:5][C:6]([NH:8][C@H:9]([CH2:13][C:14]1[CH:19]=[CH:18][C:17]([C:20]([F:23])([F:22])[F:21])=[CH:16][CH:15]=1)[C:10]([OH:12])=[O:11])=[O:7])([CH3:4])([CH3:3])[CH3:2].[H-].[Na+].[CH3:26]I.O>C1COCC1>[C:1]([O:5][C:6]([N:8]([CH3:26])[C@H:9]([CH2:13][C:14]1[CH:19]=[CH:18][C:17]([C:20]([F:21])([F:22])[F:23])=[CH:16][CH:15]=1)[C:10]([OH:12])=[O:11])=[O:7])([CH3:4])([CH3:2])[CH3:3] |f:1.2|. Reported procedure: To a solution of (2R)-2-[(tert-butoxycarbonyl)amino]-3-[4-(trifluoromethyl)phenyl]propanoic acid XXI (1 g, 3 mmol) in dry THF (10 mL) was added sodium hydride (60% suspension in mineral oil) (0.72 g, 18 mmol; 6 eq. of pure NaH) in portions. Methyl iodide (1.12 mL, 18 mmol) was then added and the mixture was stirring at r.t. for 3 days. The mixture was then treated with water before removing the THF under reduced pressure. The aqueous phase was acidified and extracted 2× EtOAc. The combined EtOAc... Reactants: ClCCl, CC1CN(c2nc3c(N4CCOCC4)nc(-c4cnc(N)nc4)nc3n2CC(F)(F)F)CC(C)N1, C1CCOC1. Product: CC1CN(c2nc3c(N4CCOCC4)nc(-c4cnc(N)nc4)nc3n2CC(F)(F)F)CC(C)N1C=O. Reaction SMILES: [CH2:41]([Cl:42])[Cl:43].[CH3:1][CH:2]1[CH2:3][N:4]([c:9]2[n:10]([CH2:31][C:32]([F:33])([F:34])[F:35])[c:11]3[n:12][c:13](-[c:24]4[cH:25][n:26][c:27]([NH2:30])[n:28][cH:29]4)[n:14][c:15]([N:18]4[CH2:19][CH2:20][O:21][CH2:22][CH2:23]4)[c:16]3[n:17]2)[CH2:5][CH:6]([CH3:8])[NH:7]1.[O:36]1[CH2:37][CH2:40][CH2:39][CH2:38]1>>[CH3:1][CH:2]1[CH2:3][N:4]([c:9]2[n:10]([CH2:31][C:32]([F:33])([F:34])[F:35])[c:11]3[n:12][c:13](-[c:24]4[cH:25][n:26][c:27]([NH2:30])[n:28][cH:29]4)[n:14][c:15]([N:18]4[CH2:19][CH2:20][O:21][CH2:22][CH2:23]4)[c:16]3[n:17]2)[CH2:5][CH:6]([CH3:8])[N:7]1[CH:37]=[O:36].